This data is from the Open Reaction Database (ORD), a public repository of structured organic reaction records. The task is: describe an organic reaction: reactants, conditions, products, and yield The reactants are C1COCCN1, CN(C(=O)CCl)C1c2ccccc2CC1NC(=O)c1cc2sc(Cl)c(Cl)c2[nH]1, ClCCl. Yields the product CN(C(=O)CN1CCOCC1)C1c2ccccc2CC1NC(=O)c1cc2sc(Cl)c(Cl)c2[nH]1. As a reaction SMILES: [CH2:29]1[CH2:30][O:31][CH2:32][CH2:33][NH:34]1.[Cl:1][c:2]1[c:3]([Cl:28])[c:4]2[nH:5][c:6]([C:10](=[O:11])[NH:12][CH:13]3[CH:14]([N:22]([CH3:23])[C:24]([CH2:25][Cl:26])=[O:27])[c:15]4[cH:16][cH:17][cH:18][cH:19][c:20]4[CH2:21]3)[cH:7][c:8]2[s:9]1.[Cl:35][CH2:36][Cl:37]>>[Cl:1][c:2]1[c:3]([Cl:28])[c:4]2[nH:5][c:6]([C:10](=[O:11])[NH:12][CH:13]3[CH:14]([N:22]([CH3:23])[C:24]([CH2:25][N:34]4[CH2:29][CH2:30][O:31][CH2:32][CH2:33]4)=[O:27])[c:15]4[cH:16][cH:17][cH:18][cH:19][c:20]4[CH2:21]3)[cH:7][c:8]2[s:9]1. The reactants are ClC=1C=CC(=NC1)C#N (5-chloro-2-cyanopyridine), C(=O)([O-])[O-].[Na+].[Na+] (Na2CO3), C1(=CC=CC=C1)B(O)O (phenylboronic acid). The reagents and catalysts are C=1C=CC(=CC1)[P](C=2C=CC=CC2)(C=3C=CC=CC3)[Pd]([P](C=4C=CC=CC4)(C=5C=CC=CC5)C=6C=CC=CC6)([P](C=7C=CC=CC7)(C=8C=CC=CC8)C=9C=CC=CC9)[P](C=1C=CC=CC1)(C=1C=CC=CC1)C=1C=CC=CC1 (Pd(PPh3)4). Solvent: O (water), C1(=CC=CC=C1)C.O (toluene H2O). The product is C1(=CC=CC=C1)C=1C=CC(=NC1)C#N (5-phenyl-pyridine-2-carbonitrile). Isolated yield 24.5%. Reaction SMILES: Cl[C:2]1[CH:3]=[CH:4][C:5]([C:8]#[N:9])=[N:6][CH:7]=1.C([O-])([O-])=O.[Na+].[Na+].[C:16]1(B(O)O)[CH:21]=[CH:20][CH:19]=[CH:18][CH:17]=1>C1(C)C=CC=CC=1.O.O.C1C=CC([P]([Pd]([P](C2C=CC=CC=2)(C2C=CC=CC=2)C2C=CC=CC=2)([P](C2C=CC=CC=2)(C2C=CC=CC=2)C2C=CC=CC=2)[P](C2C=CC=CC=2)(C2C=CC=CC=2)C2C=CC=CC=2)(C2C=CC=CC=2)C2C=CC=CC=2)=CC=1>[C:16]1([C:2]2[CH:3]=[CH:4][C:5]([C:8]#[N:9])=[N:6][CH:7]=2)[CH:21]=[CH:20][CH:19]=[CH:18][CH:17]=1 |f:1.2.3,5.6,^1:37,39,58,77|. Procedure details: To a stirred solution of 5-chloro-2-cyanopyridine (300 mg, 2.17 mmol) in toluene: H2O (7:3) (10 mL) was added Na2CO3 (459 mg, 4.33 mmol) followed by Pd(PPh3)4 (500 mg, 0.43 mmol) and phenylboronic acid (337 mg, 2.60 mmol) at room temperature. The resulting mixture was heated to reflux for 3 hrs. The reaction mixture was then diluted with water and extracted with ethyl acetate. The organic layer was washed with saturated brine solution, dried over sodium sulphate and concentrated. The resulting r... The reactants are ClC1=C(C(=CC=C1)Cl)CC(=O)Cl (2,6-dichlorophenyl acetylchloride), ClCl (chlorine). Product: ClC(C(=O)Cl)C1=C(C=CC=C1Cl)Cl (2-chloro-2-(2,6-dichlorophenyl) acetylchloride). Reaction SMILES: [Cl:1][C:2]1[CH:7]=[CH:6][CH:5]=[C:4]([Cl:8])[C:3]=1[CH2:9][C:10]([Cl:12])=[O:11].[Cl:13]Cl>>[Cl:13][CH:9]([C:3]1[C:2]([Cl:1])=[CH:7][CH:6]=[CH:5][C:4]=1[Cl:8])[C:10]([Cl:12])=[O:11]. Reported procedure: 69 g (0.31 mols) 2,6-dichlorophenyl acetylchloride are heated to 160 degrees C. and chlorinated by introducing chlorine gas under UV radiation for eight hours. Reactants: CC1=C(N)C=CC(=C1)O (2-methyl-4-hydroxyaniline), C(C)(=O)O (acetic acid), C(=C)C1=NC=CC=C1 (2-vinylpyridine), C([O-])(O)=O.[Na+] (sodium bicarbonate). Solvent: CO (methyl alcohol), C1(=CC=CC=C1)C (toluene). The product is N1=C(C=CC=C1)CCNC1=C(C=C(C=C1)O)C (N-[2-(2-pyridyl)ethyl]-2-methyl-4-hydroxyaniline). Yield: 25.8%. Reaction SMILES: [CH3:1][C:2]1[CH:8]=[C:7]([OH:9])[CH:6]=[CH:5][C:3]=1[NH2:4].C(O)(=O)C.[CH:14]([C:16]1[CH:21]=[CH:20][CH:19]=[CH:18][N:17]=1)=[CH2:15].C(=O)(O)[O-].[Na+]>C1(C)C=CC=CC=1.CO>[N:17]1[CH:18]=[CH:19][CH:20]=[CH:21][C:16]=1[CH2:14][CH2:15][NH:4][C:3]1[CH:5]=[CH:6][C:7]([OH:9])=[CH:8][C:2]=1[CH3:1] |f:3.4|. Procedure details: A mixture of 50.0 g (0.4 mole) of 2-methyl-4-hydroxyaniline, 2.4 g of glacial acetic acid and 125.0 ml of anhydrous methyl alcohol was heated to reflux with stirring and 63.1 g (0.6 mole) of 2-vinylpyridine was added dropwise to the mixture. The resultant reaction mixture was maintained at reflux for approximately forty-eight hours, cooled to ambient temperature and added to a mixture of aqueous sodium bicarbonate and toluene. The water layer was separated from to toluene layer and the water lay... The reactants are CC1=NC2=C(C=CC=C2C(=C1C)O)OC (2,3-dimethyl-4-hydroxy-8-methoxyquinoline), P(=O)(Cl)(Cl)Cl (phosphoryl chloride), CN(C1=CC=CC=C1)C (N,N-dimethylaniline). Conditions: time 30 minute. The product is ClC1=C(C(=NC2=C(C=CC=C12)OC)C)C (4-chloro-2,3-dimethyl-8-methoxyquinoline). Reaction SMILES: [CH3:1][C:2]1[C:11]([CH3:12])=[C:10](O)[C:9]2[C:4](=[C:5]([O:14][CH3:15])[CH:6]=[CH:7][CH:8]=2)[N:3]=1.CN(C)C1C=CC=CC=1.P(Cl)(Cl)([Cl:27])=O>>[Cl:27][C:10]1[C:9]2[C:4](=[C:5]([O:14][CH3:15])[CH:6]=[CH:7][CH:8]=2)[N:3]=[C:2]([CH3:1])[C:11]=1[CH3:12]. Procedure: To a suspension of 2,3-dimethyl-4-hydroxy-8-methoxyquinoline (3.0 g) in phosphoryl chloride was dropwise added N,N-dimethylaniline (3.58 g) under ice-cooling, and the mixture was stirred for 15 minutes at the same temperature, for 30 minutes at ambient temperature and then for 1 hour at 70° C. The solvent was removed, and saturated sodium bicarbonate solution and 10% solution of methanol in dichloromethan were added to the residue. The organic layer was dried over magnesium sulfate and concentra... Starting materials: Cl (hydrochloric acid), C(CC)N(CCCN(CCCN(C(=O)OC(C)(C)C)CCC1NCCCC1)C(=O)OC(C)(C)C)C(=O)OC(C)(C)C (1-propyl-9-[2-(2-piperidyl)-ethyl]-1,5,9-tri-BOC-1,5,9-triazanonane). Run in CO (methanol). Reaction conditions: time 15 hour. Yields the product Cl.Cl.Cl.Cl.C(CC)NCCCNCCCNCCC1NCCCC1 (1-Propyl-9-[2-(2-piperidyl)-ethyl]-1,5,9-triazanonane tetrahydrochloride). Reaction SMILES: [ClH:1].[CH2:2]([N:5](C(OC(C)(C)C)=O)[CH2:6][CH2:7][CH2:8][N:9](C(OC(C)(C)C)=O)[CH2:10][CH2:11][CH2:12][N:13]([CH2:21][CH2:22][CH:23]1[CH2:28][CH2:27][CH2:26][CH2:25][NH:24]1)C(OC(C)(C)C)=O)[CH2:3][CH3:4]>CO>[ClH:1].[ClH:1].[ClH:1].[ClH:1].[CH2:2]([NH:5][CH2:6][CH2:7][CH2:8][NH:9][CH2:10][CH2:11][CH2:12][NH:13][CH2:21][CH2:22][CH:23]1[CH2:28][CH2:27][CH2:26][CH2:25][NH:24]1)[CH2:3][CH3:4] |f:3.4.5.6.7|. Procedure: 30 ml of 3N methanolic hydrochloric acid are added to a solution of 2.07 g (3.54 mmol) of 1-propyl-9-[2-(2-piperidyl)-ethyl]-1,5,9-tri-BOC-1,5,9-triazanonane in 5 ml of methanol, and the reaction mixture is stirred at room temperature for 15 hours. The crystallisate is filtered off and the filtration residue is suspended in 15 ml of hot methanol. After cooling to room temperature, filtration, washing the crystallizate with ice-cold methanol and drying under a high vacuum at 100° C., the title co... Reactants: C(C)(C)N=C(C1=CC=C(C=C1)Cl)Cl (N-isopropyl 4-chlorobenzimidoyl chloride), ClS(=O)(=O)O (chlorosulfonic acid), CN1C(=CC(=C1)C)CC(=O)OC (methyl 1,4-dimethyl-1H-pyrrole-2-acetate), Cl(=O)(=O)(=O)O (perchloric acid). Product: Cl(=O)(=O)(=O)O.ClC1=CC=C(C=C1)C(C1=C(C=C(N1C)CC(=O)OC)C)=NC(C)C (Methyl 5-[(4-chlorophenyl)(isopropylimino)methyl]-1,4-dimethyl-1H-pyrrole-2-acetate Perchlorate), bright yellow solid. Yield: 64.0%. As a reaction SMILES: [CH:1]([N:4]=[C:5](Cl)[C:6]1[CH:11]=[CH:10][C:9]([Cl:12])=[CH:8][CH:7]=1)([CH3:3])[CH3:2].ClS(O)(=O)=O.[CH3:19][N:20]1[CH:24]=[C:23]([CH3:25])[CH:22]=[C:21]1[CH2:26][C:27]([O:29][CH3:30])=[O:28].[Cl:31]([OH:35])(=[O:34])(=[O:33])=[O:32]>>[Cl:31]([OH:35])(=[O:34])(=[O:33])=[O:32].[Cl:12][C:9]1[CH:10]=[CH:11][C:6]([C:5](=[N:4][CH:1]([CH3:3])[CH3:2])[C:24]2[N:20]([CH3:19])[C:21]([CH2:26][C:27]([O:29][CH3:30])=[O:28])=[CH:22][C:23]=2[CH3:25])=[CH:7][CH:8]=1 |f:4.5|. Reported procedure: The title compound was prepared as in Example X from N-isopropyl 4-chlorobenzimidoyl chloride (10.75 g, 49.8 mmole), chlorosulfonic acid (0.58 g, 5.0 mmole), methyl 1,4-dimethyl-1H-pyrrole-2-acetate (8.34 g, 50 mmole), and 70% perchloric acid (7.8 g, 55 mmole) to yield 14.2 g (64%) of a bright yellow solid, m.p. 94°-110° C. (dec). The reactants are C(C)(C)(C)OC(NC1=C(C=C(C=C1)C#CC1=CC=CC=C1)N)=O ((2-amino-4-phenylethynyl-phenyl)-carbamic acid tert.-butyl ester), CC1(OC(=CC(O1)=O)C1=CC(=CC=C1)OC(F)(F)F)C (2,2-dimethyl-6-(3-trifluoromethoxy-phenyl)-[1,3]dioxin-4-one), C(=O)(C(F)(F)F)O (TFA). The solvent is C(Cl)Cl (CH2Cl2). Product: C1(=CC=CC=C1)C#CC=1C=CC2=C(NC(CC(=N2)C2=CC(=CC=C2)C(F)(F)F)=O)C1 (8-Phenylethynyl-4-(3-trifluoromethyl-phenyl)-1,3-dihydro-benzo[b][1,4]diazepin-2-one). As a reaction SMILES: C(OC(=O)[NH:7][C:8]1[CH:13]=[CH:12][C:11]([C:14]#[C:15][C:16]2[CH:21]=[CH:20][CH:19]=[CH:18][CH:17]=2)=[CH:10][C:9]=1[NH2:22])(C)(C)C.CC1(C)O[C:29](=[O:31])[CH:28]=[C:27]([C:32]2[CH:37]=[CH:36][CH:35]=[C:34](OC(F)(F)F)[CH:33]=2)O1.C(O)([C:46]([F:49])([F:48])[F:47])=O>C(Cl)Cl>[C:16]1([C:15]#[C:14][C:11]2[CH:12]=[CH:13][C:8]3[N:7]=[C:27]([C:32]4[CH:37]=[CH:36][CH:35]=[C:34]([C:46]([F:49])([F:48])[F:47])[CH:33]=4)[CH2:28][C:29](=[O:31])[NH:22][C:9]=3[CH:10]=2)[CH:21]=[CH:20][CH:19]=[CH:18][CH:17]=1. Procedure: Prepared from (2-amino-4-phenylethynyl-phenyl)-carbamic acid tert.-butyl ester (Example G2) and 2,2-dimethyl-6-(3-trifluoromethoxy-phenyl)-[1,3]dioxin-4-one (Example J8) according to the general procedure K. The obtained material was deprotected and cyclized by treatment with TFA in CH2Cl2 according to the general procedure M. Obtained as a yellow solid (157 mg).